Dataset: the Open Reaction Database (ORD), a public repository of structured organic reaction records. Task: describe an organic reaction: reactants, conditions, products, and yield Reactants: Br, O=[N+]([O-])c1c(O)ccc2c1CN(Cc1ccccc1)CC2c1ccc(O)c(O)c1, CCO. Reaction SMILES: [BrH:1].[CH2:2]([c:3]1[cH:4][cH:5][cH:6][cH:7][cH:8]1)[N:9]1[CH2:10][c:11]2[c:12]([N+:28]([O-:29])=[O:30])[c:13]([OH:27])[cH:14][cH:15][c:16]2[CH:17]([c:19]2[cH:20][c:21]([OH:26])[c:22]([OH:25])[cH:23][cH:24]2)[CH2:18]1.[CH3:31][CH2:32][OH:33]>>[BrH:1].[CH2:2]([c:3]1[cH:4][cH:5][cH:6][cH:7][cH:8]1)[N:9]1[CH2:10][c:11]2[c:12]([NH2:28])[c:13]([OH:27])[cH:14][cH:15][c:16]2[CH:17]([c:19]2[cH:20][c:21]([OH:26])[c:22]([OH:25])[cH:23][cH:24]2)[CH2:18]1. Yields the product Br, Nc1c(O)ccc2c1CN(Cc1ccccc1)CC2c1ccc(O)c(O)c1. The reactants are [BH4-].[Na+] (sodium borohydride), C1(=CC=C(C=C1)S(=O)(=O)N=[N+]=[N-])C (p-toluenesulfonyl azide), C(C)(C)(C)NS(=O)(=O)C=1SC(=CC1)Cl (5-chlorothiophene-2-sulfonic acid tert-butylamide), [Li]CCCC (n-BuLi). Reagents/catalysts: [Br-].C(CCCCCCCCCCCCCCC)[P+](CCCC)(CCCC)CCCC (hexadecyltributylphosphonium bromide). Solvent: O (water), O1CCCC1 (tetrahydrofuran), O1CCCC1 (tetrahydrofuran), O (water). Conditions: temperature -20 celsius, time 30 minute. Product: C(C)(C)(C)NS(=O)(=O)C=1SC(=CC1N)Cl (3-Amino-5-chlorothiophene-2-sulfonic acid tert-butylamide). Isolated yield 100.7%. RXN SMILES: [C:1]([NH:5][S:6]([C:9]1[S:10][C:11]([Cl:14])=[CH:12][CH:13]=1)(=[O:8])=[O:7])([CH3:4])([CH3:3])[CH3:2].[Li]CCCC.C1(C)C=CC(S([N:29]=[N+]=[N-])(=O)=O)=CC=1.[BH4-].[Na+]>O1CCCC1.[Br-].C([P+](CCCC)(CCCC)CCCC)CCCCCCCCCCCCCCC.O>[C:1]([NH:5][S:6]([C:9]1[S:10][C:11]([Cl:14])=[CH:12][C:13]=1[NH2:29])(=[O:7])=[O:8])([CH3:4])([CH3:2])[CH3:3] |f:3.4,6.7|. Reported procedure: A solution of 38.1 g (0.15 mol) of 5-chlorothiophene-2-sulfonic acid tert-butylamide in 300 ml of dry tetrahydrofuran was cooled to -70° C, and n-BuLi (190 ml, 1.6M in hexane) was added, maintaining the temperature <-65° C. After addition, the mixture was allowed to warm to -20° C. and stirred at this temperature for 30 min. A solution of p-toluenesulfonyl azide (34 g, 0.17 mol) in 100 ml of dry tetrahydrofuran was added, maintaining the temperature at -20° C., and the cooling bath was removed. ... The reactants are CO, CC(N)(CO)C(=O)O, Cl, C1COCCO1. Yields the product COC(=O)C(C)(N)CO, Cl. As a reaction SMILES: [CH3:16][OH:17].[CH3:1][C:2]([NH2:3])([CH2:4][OH:5])[C:6]([OH:7])=[O:8].[ClH:9].[O:10]1[CH2:11][CH2:15][O:14][CH2:13][CH2:12]1>>[CH3:1][C:2]([NH2:3])([CH2:4][OH:5])[C:6]([O:7][CH3:11])=[O:8].[ClH:9]. The reactants are CI, Cc1ccccc1-c1c(SC#N)ccc(N)c1C, CCO, O. Product: CSc1ccc(N)c(C)c1-c1ccccc1C. As a reaction SMILES: [CH3:19][I:20].[CH3:1][c:2]1[c:3]([NH2:4])[cH:5][cH:6][c:7]([S:16][C:17]#[N:18])[c:8]1-[c:9]1[c:10]([CH3:15])[cH:11][cH:12][cH:13][cH:14]1.[CH3:21][CH2:22][OH:23].[OH2:24]>>[CH3:1][c:2]1[c:3]([NH2:4])[cH:5][cH:6][c:7]([S:16][CH3:17])[c:8]1-[c:9]1[c:10]([CH3:15])[cH:11][cH:12][cH:13][cH:14]1.